Dataset: the Open Reaction Database (ORD), a public repository of structured organic reaction records. Task: describe an organic reaction: reactants, conditions, products, and yield Reaction SMILES: [C:19]([Si:20]([c:21]1[cH:22][cH:23][cH:59][cH:60][cH:61]1)([O:24][CH2:25][CH2:26][O:27][CH2:28][CH:29]([C:30](=[O:31])[NH:32][c:33]1[n:34][cH:35][c:36]([C:39]#[N:40])[cH:37][cH:38]1)[O:41][c:42]1[c:43]2[c:44]([n:45][cH:46][n:47]1)[n:48](-[c:51]1[c:52]([Cl:58])[c:53]([Cl:57])[cH:54][cH:55][cH:56]1)[n:49][cH:50]2)[c:62]1[cH:63][cH:64][cH:65][cH:66][cH:67]1)([CH3:68])([CH3:69])[CH3:70].[CH2:73]1[O:74][CH2:75][CH2:76][CH2:77]1.[CH3:2][CH2:3][CH2:4][CH2:5][N+:6]([CH2:7][CH2:8][CH2:9][CH3:10])([CH2:11][CH2:12][CH2:13][CH3:14])[CH2:15][CH2:16][CH2:17][CH3:18].[CH3:78][CH2:79][O:80][C:81]([CH3:82])=[O:83].[Cl-:71].[F-:1].[NH4+:72]>>[OH:24][CH2:25][CH2:26][O:27][CH2:28][CH:29]([C:30](=[O:31])[NH:32][c:33]1[n:34][cH:35][c:36]([C:39]#[N:40])[cH:37][cH:38]1)[O:41][c:42]1[c:43]2[c:44]([n:45][cH:46][n:47]1)[n:48](-[c:51]1[c:52]([Cl:58])[c:53]([Cl:57])[cH:54][cH:55][cH:56]1)[n:49][cH:50]2. Product: N#Cc1ccc(NC(=O)C(COCCO)Oc2ncnc3c2cnn3-c2cccc(Cl)c2Cl)nc1. The reactants are CC(C)(C)[Si](OCCOCC(Oc1ncnc2c1cnn2-c1cccc(Cl)c1Cl)C(=O)Nc1ccc(C#N)cn1)(c1ccccc1)c1ccccc1, C1CCOC1, CCCC[N+](CCCC)(CCCC)CCCC, CCOC(C)=O, [Cl-], [F-], [NH4+]. Starting materials: CO, O=C[O-], O=C(O)C1(S(=O)(=O)N2CCC(Oc3ccc(OC(F)(F)F)cc3)CC2)CCNCC1, O=S(=O)(NCc1ccccc1)N1CCCCC1, [NH4+]. Yields the product NS(=O)(=O)N1CCCCC1. RXN SMILES: [CH3:52][OH:53].[CH:48]([O-:49])=[O:50].[F:1][C:2]([F:3])([F:4])[O:5][c:6]1[cH:7][cH:8][c:9]([O:10][CH:11]2[CH2:12][CH2:13][N:14]([S:15]([C:16]3([C:17]([OH:18])=[O:19])[CH2:20][CH2:21][NH:22][CH2:23][CH2:24]3)(=[O:25])=[O:26])[CH2:27][CH2:28]2)[cH:29][cH:30]1.[N:31]1([S:37](=[O:38])(=[O:39])[NH:40][CH2:41][c:42]2[cH:43][cH:44][cH:45][cH:46][cH:47]2)[CH2:32][CH2:33][CH2:34][CH2:35][CH2:36]1.[NH4+:51]>>[N:31]1([S:37](=[O:38])(=[O:39])[NH2:40])[CH2:32][CH2:33][CH2:34][CH2:35][CH2:36]1. The reactants are IC1=C2C=CC(=NC2=CC=C1)Cl (5-iodo-2-chloroquinoline), N[C@@H]1CCC2=CC=CC=C12 ((R)-1-aminoindane), N1=CC(=CC=C1)B(O)O (3-pyridylboronic acid). The product is [C@H]1(CCC2=CC=CC=C12)NC1=NC2=CC=CC(=C2C=C1)C=1C=NC=CC1 ((R)-Indan-1-yl-(5-pyridin-3-yl-quinolin-2-yl)-amine). RXN SMILES: I[C:2]1[CH:11]=[CH:10][CH:9]=[C:8]2[C:3]=1[CH:4]=[CH:5][C:6](Cl)=[N:7]2.[NH2:13][C@H:14]1[C:22]2[C:17](=[CH:18][CH:19]=[CH:20][CH:21]=2)[CH2:16][CH2:15]1.[N:23]1[CH:28]=[CH:27][CH:26]=[C:25](B(O)O)[CH:24]=1>>[C@H:14]1([NH:13][C:6]2[CH:5]=[CH:4][C:3]3[C:8](=[CH:9][CH:10]=[CH:11][C:2]=3[C:25]3[CH:24]=[N:23][CH:28]=[CH:27][CH:26]=3)[N:7]=2)[C:22]2[C:17](=[CH:18][CH:19]=[CH:20][CH:21]=2)[CH2:16][CH2:15]1. Procedure: The title compound, MS: m/e=338.4 (M+H+), was prepared in accordance with the general method of example 63 from 5-iodo-2-chloroquinoline, (R)-1-aminoindane and 3-pyridylboronic acid. The reactants are CO (methanol), C(CCCCCCCCCCCCC)OC1=CC=C(S1)C(=O)O (5-tetradecyloxy-2-thiophene carboxylic acid), C([O-])([O-])=O.[K+].[K+] (potassium carbonate), S(=O)(=O)(OC)OC (dimethyl sulfate). Solvent: CC(=O)C (acetone), CC(=O)C (acetone). Product: COC(=O)C=1SC(=CC1)OCCCCCCCCCCCCCC (5-tetradecyloxy-2-thiophene carboxylic acid methyl ester). As a reaction SMILES: [CH2:1]([O:15][C:16]1[S:20][C:19]([C:21]([OH:23])=[O:22])=[CH:18][CH:17]=1)[CH2:2][CH2:3][CH2:4][CH2:5][CH2:6][CH2:7][CH2:8][CH2:9][CH2:10][CH2:11][CH2:12][CH2:13][CH3:14].[C:24](=O)([O-])[O-].[K+].[K+].S(OC)(OC)(=O)=O.CO>CC(C)=O>[CH3:24][O:22][C:21]([C:19]1[S:20][C:16]([O:15][CH2:1][CH2:2][CH2:3][CH2:4][CH2:5][CH2:6][CH2:7][CH2:8][CH2:9][CH2:10][CH2:11][CH2:12][CH2:13][CH3:14])=[CH:17][CH:18]=1)=[O:23] |f:1.2.3|. Procedure details: A mixture of 10.6 g of (0.031 mole) of 5-tetradecyloxy-2-thiophene carboxylic acid, 200 ml of acetone, and 4.3 g (0.031 mole) of potassium carbonate is stirred at room temparature after which 3.9 g (0.031 mole) of dimethyl sulfate is added. The mixture is stirred with heating for about 21/2 hours during which time 10 ml of methanol is added. The mixture is then diluted with 100 ml of acetone and filtered. The filtrate is evaporated to dryness to give 5-tetradecyloxy-2-thiophene carboxylic acid m... Starting materials: CCN=C=NCCCN(C)C, CN(C)c1ccncc1, CC1=C(C(=O)[O-])C(c2cccc(Cl)c2)C(C(=O)OCCC#N)=C(C)N1, ClCCl, Cl, O, OCC=C(c1ccccc1)c1ccccc1. Yields the product CC1=C(C(=O)OCC=C(c2ccccc2)c2ccccc2)C(c2cccc(Cl)c2)C(C(=O)OCCC#N)=C(C)N1. As a reaction SMILES: [CH3:43][N:44]([CH3:45])[CH2:46][CH2:47][CH2:48][N:49]=[C:50]=[N:51][CH2:52][CH3:53].[CH3:55][N:56]([CH3:57])[c:58]1[cH:59][cH:60][n:61][cH:62][cH:63]1.[Cl:1][c:2]1[cH:3][c:4]([CH:8]2[C:9]([C:19](=[O:20])[O:21][CH2:22][CH2:23][C:24]#[N:25])=[C:10]([CH3:18])[NH:11][C:12]([CH3:17])=[C:13]2[C:14](=[O:15])[O-:16])[cH:5][cH:6][cH:7]1.[Cl:64][CH2:65][Cl:66].[ClH:42].[OH2:54].[c:26]1([C:32](=[CH:33][CH2:34][OH:35])[c:36]2[cH:37][cH:38][cH:39][cH:40][cH:41]2)[cH:27][cH:28][cH:29][cH:30][cH:31]1>>[Cl:1][c:2]1[cH:3][c:4]([CH:8]2[C:9]([C:19](=[O:20])[O:21][CH2:22][CH2:23][C:24]#[N:25])=[C:10]([CH3:18])[NH:11][C:12]([CH3:17])=[C:13]2[C:14](=[O:15])[O:16][CH2:34][CH:33]=[C:32]([c:26]2[cH:27][cH:28][cH:29][cH:30][cH:31]2)[c:36]2[cH:37][cH:38][cH:39][cH:40][cH:41]2)[cH:5][cH:6][cH:7]1. The reactants are ClCc1ncccn1, [K+], [K+], Nc1cc(Cl)ccc1S, O=C([O-])[O-], CN(C)C=O. The product is Nc1cc(Cl)ccc1SCc1ncccn1. RXN SMILES: [Cl:10][CH2:11][c:12]1[n:13][cH:14][cH:15][cH:16][n:17]1.[K+:18].[K+:19].[NH2:1][c:2]1[c:3]([SH:9])[cH:4][cH:5][c:6]([Cl:8])[cH:7]1.[O-:20][C:21]([O-:22])=[O:23].[O:24]=[CH:25][N:26]([CH3:27])[CH3:28]>>[NH2:1][c:2]1[c:3]([S:9][CH2:11][c:12]2[n:13][cH:14][cH:15][cH:16][n:17]2)[cH:4][cH:5][c:6]([Cl:8])[cH:7]1.